From a dataset of the Open Reaction Database (ORD), a public repository of structured organic reaction records. describe an organic reaction: reactants, conditions, products, and yield Starting materials: OC=1C=C(C=CC1F)C#CC=1C=NC=C(C#N)C1 (5-(3-hydroxy-4-fluorophenylethynyl)-nicotinonitrile), IC (iodomethane), C([O-])([O-])=O.[K+].[K+] (potassium carbonate). Solvent: C(C)#N (acetonitrile), C(=O)[O-].[Na+] (sodium carbanate). Conditions: time 12 hour. Product: FC1=C(C=C(C=C1)C#CC=1C=NC=C(C#N)C1)OC (5-(4-Fluoro-3-methoxyphenylethynyl)-nicotinonitrile). Isolated yield 44.0%. RXN SMILES: [OH:1][C:2]1[CH:3]=[C:4]([C:9]#[C:10][C:11]2[CH:12]=[N:13][CH:14]=[C:15]([CH:18]=2)[C:16]#[N:17])[CH:5]=[CH:6][C:7]=1[F:8].IC.[C:21](=O)([O-])[O-].[K+].[K+]>C(#N)C.C([O-])=O.[Na+]>[F:8][C:7]1[CH:6]=[CH:5][C:4]([C:9]#[C:10][C:11]2[CH:12]=[N:13][CH:14]=[C:15]([CH:18]=2)[C:16]#[N:17])=[CH:3][C:2]=1[O:1][CH3:21] |f:2.3.4,6.7|. Reported procedure: Dissolve 5-(3-hydroxy-4-fluorophenylethynyl)-nicotinonitrile, (prepared essentially as described in EXAMPLE 77), (150 mg, 0.63 mmol) in anhydrous acetonitrile (5 mL) and sequentially add iodomethane (59 μL, 0.95 mmol) and potassium carbonate (174 mg, 1.26 mmol). Stir at room temperature for 12 h, dilute with an aqueous saturated solution of sodium carbanate and extract with dichloromethane. Sequentially wash the organic layer with water and an aqueous saturated solution of sodium chloride, dry (... The reactants are C(C)(=O)C1=C(N(C2=CC=CC(=C12)Br)C)C(=O)OC (methyl 3-acetyl-4-bromo-1-methyl-1H-indole-2-carboxylate), C1(=CC=CC=C1)NN (phenylhydrazine), C1(=CC=CC=C1)NN (phenylhydrazine). Solvent: C(C)(=O)O (acetic acid). Run at time 1 hour. Product: BrC=1C=2C3=C(N(C2C=CC1)C)C(N(N=C3C)C3=CC=CC=C3)=O (9-Bromo-1,5-dimethyl-3-phenyl-3,5-dihydro-4H-pyridazino[4,5-b]indol-4-one). The yield is 42.3%. Reaction SMILES: [C:1]([C:4]1[C:12]2[C:7](=[CH:8][CH:9]=[CH:10][C:11]=2[Br:13])[N:6]([CH3:14])[C:5]=1[C:15]([O:17]C)=O)(=O)[CH3:2].[C:19]1([NH:25][NH2:26])[CH:24]=[CH:23][CH:22]=[CH:21][CH:20]=1>C(O)(=O)C>[Br:13][C:11]1[C:12]2[C:4]3[C:1]([CH3:2])=[N:26][N:25]([C:19]4[CH:24]=[CH:23][CH:22]=[CH:21][CH:20]=4)[C:15](=[O:17])[C:5]=3[N:6]([CH3:14])[C:7]=2[CH:8]=[CH:9][CH:10]=1. Procedure: 22 g (71 mmol) of methyl 3-acetyl-4-bromo-1-methyl-1H-indole-2-carboxylate are dissolved with heating in 350 ml of acetic acid. 30 ml (300 mmol) of phenylhydrazine are added, stirring is carried out for 1 h at room temperature and the reaction mixture is heated at reflux for 5 h, at room temperature for 15 h and then again at reflux for 7 h. 28 ml of phenylhydrazine are added and the process is repeated. The mixture is concentrated under reduced pressure, the residue is taken up in water and the... The reactants are c1ccc(COc2cnc(C3CC3)nc2)cc1, CO. The product is Oc1cnc(C2CC2)nc1. As a reaction SMILES: [CH2:1]([c:2]1[cH:3][cH:4][cH:5][cH:6][cH:7]1)[O:8][c:9]1[cH:10][n:11][c:12]([CH:15]2[CH2:16][CH2:17]2)[n:13][cH:14]1.[CH3:18][OH:19]>>[OH:8][c:9]1[cH:10][n:11][c:12]([CH:15]2[CH2:16][CH2:17]2)[n:13][cH:14]1. Starting materials: C(CCC)OC(=O)C=1N=CC2=CC(=CC=C2C1O)S(=O)(=O)C1CCCCC1 (7-cyclohexanesulfonyl-4-hydroxy-isoquinoline-3-carboxylic acid butyl ester), Cl (HCl), NCCC(=O)O (beta-alanine), C[O-].[Na+].CO (NaOMe MeOH). Run in O (water). Product: C1(CCCCC1)S(=O)(=O)C1=CC=C2C(=C(N=CC2=C1)C(=O)NCCC(=O)O)O (3-[(7-Cyclohexanesulfonyl-4-hydroxy-isoquinoline-3-carbonyl)-amino]-propionic acid). Yield: 46.0%. RXN SMILES: C(O[C:6]([C:8]1[N:9]=[CH:10][C:11]2[C:16]([C:17]=1[OH:18])=[CH:15][CH:14]=[C:13]([S:19]([CH:22]1[CH2:27][CH2:26][CH2:25][CH2:24][CH2:23]1)(=[O:21])=[O:20])[CH:12]=2)=[O:7])CCC.[NH2:28][CH2:29][CH2:30][C:31]([OH:33])=[O:32].C[O-].[Na+].CO.Cl>O>[CH:22]1([S:19]([C:13]2[CH:12]=[C:11]3[C:16]([C:17]([OH:18])=[C:8]([C:6]([NH:28][CH2:29][CH2:30][C:31]([OH:33])=[O:32])=[O:7])[N:9]=[CH:10]3)=[CH:15][CH:14]=2)(=[O:20])=[O:21])[CH2:23][CH2:24][CH2:25][CH2:26][CH2:27]1 |f:2.3.4|. Reported procedure: A mixture of 7-cyclohexanesulfonyl-4-hydroxy-isoquinoline-3-carboxylic acid butyl ester (20 mg, 0.05 mmol) (prepared according to U.S. Pat. No. 7,629,357) and beta-alanine (45 mg, 0.5 mmol) in 0.5 M NaOMe/MeOH (0.8 mL, 0.4 mmol) was microwaved at 120° C. for 30 min. Reaction mixture was diluted with water (50 mL) and acidified by 1 N HCl to pH=3-4. Precipitate was collected, rinsed with water and dried in vacuo to provide the title compound 9.4 mg (0.023 mmol) in 46% yield. LC-MS ESI−: 405.05 (M... The reactants are COC=1C(=C(NCCCOC)C=CC1)[N+](=O)[O-] (3-methoxy-N-(3-methoxypropyl)-2-nitroaniline), CO (methanol). Reagents/catalysts: [Zn] (Zinc). The solvent is C(C)(=O)O (acetic acid). Conditions: time 5 hour. The product is COC1=C(C(=CC=C1)NCCCOC)N (3-methoxy-N1-(3-methoxypropyl)benzene-1,2-diamine). As a reaction SMILES: [CH3:1][O:2][C:3]1[C:4]([N+:15]([O-])=O)=[C:5]([CH:12]=[CH:13][CH:14]=1)[NH:6][CH2:7][CH2:8][CH2:9][O:10][CH3:11].CO>[Zn].C(O)(=O)C>[CH3:1][O:2][C:3]1[CH:14]=[CH:13][CH:12]=[C:5]([NH:6][CH2:7][CH2:8][CH2:9][O:10][CH3:11])[C:4]=1[NH2:15]. Procedure details: Into a 100 mL round bottomed flask was added 3-methoxy-N-(3-methoxypropyl)-2-nitroaniline (36A) (560 mg, 2.33 mmol) and methanol (46 mL). Zinc metal (2.11 g, 32.4 mmol) and acetic acid (2.0 mL) was added and the mixture was stirred at room temperature for 5 hr. The mixture was filtered through a fritted Buchner funnel and the solvent was removed under vacuum. Ethyl acetate (100 mL) was added and the precipitate was filtered through a Buchner funnel with a pad of Celite. The filtrate was concentr... Reactants: Cl.CON1C(C2(CC1=O)CCNCC2)=O (2-methoxy-2,8-diazaspiro[4,5]decane-1,3-dione hydrochloride), C(C)(C)(C)OC(=O)NCCCC(=O)O (4-(tert-butyloxycarbonylamino)butyric acid), ON1N=NC2=C1C=CC=C2 (N-hydroxybenztriazole), C1(CCCCC1)N=C=NC1CCCCC1 (dicylohexylcarbodiimide). Solvent: CN(C=O)C (dimethylformamide), C(C)N(CC)CC (triethylamine). Conditions: time 5 hour. The product is Cl.NCCCC(=O)N1CCC2(CC(N(C2=O)OC)=O)CC1 (8-(4-Aminobutyryl)-2-methoxy-2,8-diazaspiro[4,5]decane-1,3-dione hydrochloride). The yield is 58.7%. Reaction SMILES: [ClH:1].[CH3:2][O:3][N:4]1[C:8](=[O:9])[CH2:7][C:6]2([CH2:14][CH2:13][NH:12][CH2:11][CH2:10]2)[C:5]1=[O:15].C(OC([NH:23][CH2:24][CH2:25][CH2:26][C:27](O)=[O:28])=O)(C)(C)C.ON1C2C=CC=CC=2N=N1.C1(N=C=NC2CCCCC2)CCCCC1>CN(C)C=O.C(N(CC)CC)C>[ClH:1].[NH2:23][CH2:24][CH2:25][CH2:26][C:27]([N:12]1[CH2:13][CH2:14][C:6]2([C:5](=[O:15])[N:4]([O:3][CH3:2])[C:8](=[O:9])[CH2:7]2)[CH2:10][CH2:11]1)=[O:28] |f:0.1,7.8|. Reported procedure: To a solution of 2-methoxy-2,8-diazaspiro[4,5]decane-1,3-dione hydrochloride (1.5 g) in dimethylformamide (100 ml) were added triethylamine (1 ml), 4-(tert-butyloxycarbonylamino)butyric acid (2.03 g), N-hydroxybenztriazole (1.35 g) and dicylohexylcarbodiimide (2.06 g) in sequential additions, and this was followed by stirring at room temperature for 5 hours. The resulting precipitates were then removed. The solvent was evaporated under reduced pressure, and the resulting residual oily substance ... The reactants are CC=1N=C(SC1C(=O)O)CCC=1C(=NOC1)C1=NC=CC=C1 (4-methyl-2-[2-(3-pyridin-2-yl-isoxazol-4-yl)-ethyl]-thiazole-5-carboxylic acid), FC(CN)(F)F (2,2,2-trifluoroethylamine). The product is FC(CNC(=O)C1=C(N=C(S1)CCC=1C(=NOC1)C1=NC=CC=C1)C)(F)F (4-Methyl-2-[2-(3-pyridin-2-yl-isoxazol-4-yl)-ethyl]-thiazole-5-carboxylic acid (2,2,2-trifluoro-ethyl)-amide). Yield: 93.0%. Reaction SMILES: [CH3:1][C:2]1[N:3]=[C:4]([CH2:10][CH2:11][C:12]2[C:13]([C:17]3[CH:22]=[CH:21][CH:20]=[CH:19][N:18]=3)=[N:14][O:15][CH:16]=2)[S:5][C:6]=1[C:7]([OH:9])=O.[F:23][C:24]([F:28])([F:27])[CH2:25][NH2:26]>>[F:23][C:24]([F:28])([F:27])[CH2:25][NH:26][C:7]([C:6]1[S:5][C:4]([CH2:10][CH2:11][C:12]2[C:13]([C:17]3[CH:22]=[CH:21][CH:20]=[CH:19][N:18]=3)=[N:14][O:15][CH:16]=2)=[N:3][C:2]=1[CH3:1])=[O:9]. Procedure details: As described for example 19, 4-methyl-2-[2-(3-pyridin-2-yl-isoxazol-4-yl)-ethyl]-thiazole-5-carboxylic acid (70 mg, 0.22 mmol) was converted, using 2,2,2-trifluoroethylamine instead of 4-aminotetrahydropyran, to the title compound (82 mg, 93%) which was obtained as an off white solid MS: m/e=397.1 [M+H]+.